From a dataset of the Open Reaction Database (ORD), a public repository of structured organic reaction records. describe an organic reaction: reactants, conditions, products, and yield The reactants are C1CCOC1, CCOC(C)=O, ClCCl, O=C(Cl)c1ccc2c(c1)OC(F)(F)O2, CC(C)(C)OC(=O)NCCN1CCC(CN)CC1, [Na+], O=C([O-])O. The product is CC(C)(C)OC(=O)NCCN1CCC(CNC(=O)c2ccc3c(c2)OC(F)(F)O3)CC1. RXN SMILES: [CH2:47]1[O:48][CH2:49][CH2:50][CH2:51]1.[CH3:41][CH2:42][O:43][C:44]([CH3:45])=[O:46].[Cl:19][CH2:20][Cl:21].[F:22][C:23]1([F:35])[O:24][c:25]2[c:26]([cH:28][cH:29][c:30]([C:32](=[O:33])[Cl:34])[cH:31]2)[O:27]1.[NH2:1][CH2:2][CH:3]1[CH2:4][CH2:5][N:6]([CH2:9][CH2:10][NH:11][C:12]([O:13][C:14]([CH3:15])([CH3:16])[CH3:17])=[O:18])[CH2:7][CH2:8]1.[Na+:40].[O-:36][C:37]([OH:38])=[O:39]>>[NH:1]([CH2:2][CH:3]1[CH2:4][CH2:5][N:6]([CH2:9][CH2:10][NH:11][C:12]([O:13][C:14]([CH3:15])([CH3:16])[CH3:17])=[O:18])[CH2:7][CH2:8]1)[C:32]([c:30]1[cH:29][cH:28][c:26]2[c:25]([cH:31]1)[O:24][C:23]([F:22])([F:35])[O:27]2)=[O:33]. The reactants are C1CCOC1, COCC(C)Oc1cc(OCc2ccccc2C)cc(C(=O)OC)c1, CCO. Product: COCC(C)Oc1cc(O)cc(C(=O)OC)c1. As a reaction SMILES: [CH2:26]1[O:27][CH2:28][CH2:29][CH2:30]1.[CH3:1][O:2][CH2:3][CH:4]([CH3:5])[O:6][c:7]1[cH:8][c:9]([C:10](=[O:11])[O:12][CH3:13])[cH:14][c:15]([O:17][CH2:18][c:19]2[cH:20][cH:21][cH:22][cH:23][c:24]2[CH3:25])[cH:16]1.[CH3:31][CH2:32][OH:33]>>[CH3:1][O:2][CH2:3][CH:4]([CH3:5])[O:6][c:7]1[cH:8][c:9]([C:10](=[O:11])[O:12][CH3:13])[cH:14][c:15]([OH:17])[cH:16]1. The reactants are ClC1=C2C=C(NC2=CC=C1C#N)C (4-chloro-2-methyl-1H-indole-5-carbonitrile), FC(C=1C=C(C=C(C1)C(F)(F)F)C1=NC(=NO1)CCl)(F)F (5-[3,5-bis(trifluoromethyl)phenyl]-3-(chloromethyl)-1,2,4-oxadiazole). Product: FC(C=1C=C(C=C(C1)C(F)(F)F)C1=NC(=NO1)CN1C(=CC2=C(C(=CC=C12)C#N)Cl)C)(F)F (1-({5-[3,5-bis(Trifluoromethyl)phenyl]-1,2,4-oxadiazol-3-yl}methyl)-4-chloro-2-methyl-1H-indole-5-carbonitrile). As a reaction SMILES: [Cl:1][C:2]1[C:10]([C:11]#[N:12])=[CH:9][CH:8]=[C:7]2[C:3]=1[CH:4]=[C:5]([CH3:13])[NH:6]2.[F:14][C:15]([F:34])([F:33])[C:16]1[CH:17]=[C:18]([C:26]2[O:30][N:29]=[C:28]([CH2:31]Cl)[N:27]=2)[CH:19]=[C:20]([C:22]([F:25])([F:24])[F:23])[CH:21]=1>>[F:34][C:15]([F:14])([F:33])[C:16]1[CH:17]=[C:18]([C:26]2[O:30][N:29]=[C:28]([CH2:31][N:6]3[C:7]4[C:3](=[C:2]([Cl:1])[C:10]([C:11]#[N:12])=[CH:9][CH:8]=4)[CH:4]=[C:5]3[CH3:13])[N:27]=2)[CH:19]=[C:20]([C:22]([F:24])([F:23])[F:25])[CH:21]=1. Procedure details: Synthesized as described in Example 4 from 4-chloro-2-methyl-1H-indole-5-carbonitrile and 5-[3,5-bis(trifluoromethyl)phenyl]-3-(chloromethyl)-1,2,4-oxadiazole: 1H NMR (400 MHz, DMSO-d6) δ 8.54 (s, 2 H), 8.49 (s, 1 H), 7.94 (s, 1 H), 7.83 (d, J=8.5 Hz, 1 H), 7.60 (d, J=8.7 Hz, 1 H), 5.87 (s, 2 H), 2.51 (s, 3 H); MS (ES) m/z 485 (M+1). The reactants are C(CC)C(C(=O)Cl)CCC (2-propylvaleryl chloride), [Si](C)(C)(C(C)(C)C)O[C@@H]1C=C2C=C[C@@H]([C@@H]([C@H]2[C@H](C1)O)CC[C@@H]1C[C@H](CC(O1)=O)O[Si](C)(C)C(C)(C)C)C ((4R,6R)-6-{2[(1S,2S,6S,8S,8aR)-1,2,6,7,8,8a-hexahydro-6-t-butyldimethylsilyloxy-8-hydroxy-2-methyl-1-naphthyl]ethyl}-tetrahydro-4-t-butyldimethylsilyloxy-2H-pyran-2-one). Reagents/catalysts: N1(CCCC1)C1=CC=NC=C1 (4-(1-pyrrolidinyl)pyridine). Run in C(C)(=O)OCC (ethyl acetate), N1=CC=CC=C1 (pyridine). Run at temperature 70 celsius, time 3 hour. The product is [Si](C)(C)(C(C)(C)C)O[C@@H]1C=C2C=C[C@@H]([C@@H]([C@H]2[C@H](C1)OC(C(CCC)CCC)=O)CC[C@@H]1C[C@H](CC(O1)=O)O[Si](C)(C)C(C)(C)C)C ((4R,6R)-6-{2-[(1S,2S,6S,8S,8aR)-1,2,6,7,8,8a-Hexahydro-6-t-butyldimethylsilyloxy-8-(2-propylvaleryloxy)-2-methyl-1-naphthyl]ethyl}tetrahydro-4-t-butyldimethylsilyloxy-2H-pyran-2-one). Isolated yield 94.4%. As a reaction SMILES: [CH2:1]([CH:4]([CH2:8][CH2:9][CH3:10])[C:5](Cl)=[O:6])[CH2:2][CH3:3].[Si:11]([O:18][C@H:19]1[CH2:28][C@H:27]([OH:29])[C@H:26]2[C:21]([CH:22]=[CH:23][C@H:24]([CH3:47])[C@@H:25]2[CH2:30][CH2:31][C@H:32]2[O:37][C:36](=[O:38])[CH2:35][C@H:34]([O:39][Si:40]([C:43]([CH3:46])([CH3:45])[CH3:44])([CH3:42])[CH3:41])[CH2:33]2)=[CH:20]1)([C:14]([CH3:17])([CH3:16])[CH3:15])([CH3:13])[CH3:12]>N1C=CC=CC=1.C(OCC)(=O)C.N1(C2C=CN=CC=2)CCCC1>[Si:11]([O:18][C@H:19]1[CH2:28][C@H:27]([O:29][C:5](=[O:6])[CH:4]([CH2:8][CH2:9][CH3:10])[CH2:1][CH2:2][CH3:3])[C@H:26]2[C:21]([CH:22]=[CH:23][C@H:24]([CH3:47])[C@@H:25]2[CH2:30][CH2:31][C@H:32]2[O:37][C:36](=[O:38])[CH2:35][C@H:34]([O:39][Si:40]([C:43]([CH3:46])([CH3:45])[CH3:44])([CH3:41])[CH3:42])[CH2:33]2)=[CH:20]1)([C:14]([CH3:15])([CH3:16])[CH3:17])([CH3:13])[CH3:12]. Reported procedure: 15 mg (0.1 mmol) of 4-(1-pyrrolidinyl)pyridine and 592 mg (3.6 mmol) of 2-propylvaleryl chloride were added to a solution of 1.0 g (1.8 mmol) of (4R,6R)-6-{2[(1S,2S,6S,8S,8aR)-1,2,6,7,8,8a-hexahydro-6-t-butyldimethylsilyloxy-8-hydroxy-2-methyl-1-naphthyl]ethyl}-tetrahydro-4-t-butyldimethylsilyloxy-2H-pyran-2-one [prepared as described in Example B, above] in 5 ml of dry pyridine, whilst ice-cooling, and the resulting mixture was stirred at 70° C. for 3 hours. At the end of this time, the reactio... Reaction conditions: time 2 hour. Reported procedure: To C-Azido-C-(2-fluoro-4-bromo-phenyl)-methylamine (0.35 g, 1.43 mmol) was added triphenyl phospine (0.45 g, 1.72 mmol), 2N HCl (2 mL), and THF (2 mL). The reaction mixture was stirred at r.t. for 2 h and the reaction quenched with NaHCO3 (10 mL) and pH adjusted to 8, extracted with dichloromethane (2×30 mL) and washed with brine. The combined organic phases were dried over Na2SO4, filtered and evaporated yielding the crude product. Purification by chromatography (silica, EtOAc/Heptane, 1:1, fol... RXN SMILES: N([CH:4]([NH2:13])[C:5]1[CH:10]=[CH:9][C:8]([Br:11])=[CH:7][C:6]=1[F:12])=[N+]=[N-].[C:14]1(P(C2C=CC=CC=2)C2C=CC=CC=2)C=CC=CC=1.Cl>C1COCC1>[F:12][C:6]1[CH:7]=[C:8]([Br:11])[CH:9]=[CH:10][C:5]=1[CH:4]([NH2:13])[CH3:14]. Product: FC1=C(C=CC(=C1)Br)C(C)N (1-(2-Fluoro-4-bromo-phenyl)-ethylamine). Yield: 29.8%. Solvent: C1CCOC1 (THF). The reactants are N(=[N+]=[N-])C(C1=C(C=C(C=C1)Br)F)N (C-Azido-C-(2-fluoro-4-bromo-phenyl)-methylamine), C1(=CC=CC=C1)P(C1=CC=CC=C1)C1=CC=CC=C1 (triphenyl phospine), Cl (HCl). Reactants: N(=C=S)C=1SC(=CC1C(=O)OC)CC1=CC=CC=C1 (methyl 2-isothiocyanato-5-benzylthiophene-3-carboxylate), CC1=CN=CN1CCCN (3-(5-methyl-1H-imidazol-1-yl)propan-1-amine). Yields the product C(C1=CC=CC=C1)C1=CC2=C(NC(N(C2=O)CCCN2C=NC=C2C)=S)S1 (6-benzyl-2,3-dihydro-3-(3-(5-methyl-1H-imidazol-1-yl)propyl)-2-thioxothieno[2,3-d]pyrimidin-4(1H)-one). As a reaction SMILES: [N:1]([C:4]1[S:5][C:6]([CH2:13][C:14]2[CH:19]=[CH:18][CH:17]=[CH:16][CH:15]=2)=[CH:7][C:8]=1[C:9]([O:11]C)=O)=[C:2]=[S:3].[CH3:20][C:21]1[N:25]([CH2:26][CH2:27][CH2:28][NH2:29])[CH:24]=[N:23][CH:22]=1>>[CH2:13]([C:6]1[S:5][C:4]2[NH:1][C:2](=[S:3])[N:29]([CH2:28][CH2:27][CH2:26][N:25]3[C:21]([CH3:20])=[CH:22][N:23]=[CH:24]3)[C:9](=[O:11])[C:8]=2[CH:7]=1)[C:14]1[CH:19]=[CH:18][CH:17]=[CH:16][CH:15]=1. Procedure details: The compound was synthesized starting from methyl 2-isothiocyanato-5-benzylthiophene-3-carboxylate (0.10 g, 0.35 mmol) and 3-(5-methyl-1H-imidazol-1-yl)propan-1-amine (5) (0.048 g, 0.35 mmol) as described above. The reactants are ClC1=CC=C(N=N1)C(C(=O)OCC)(C(=O)OCC)C (diethyl 2-(6-chloropyridazin-3-yl)-2-methylmalonate), [Na+].[Cl-] (NaCl). Run in O (H2O), CS(=O)C (DMSO). Run at temperature 175 celsius. Yields the product ClC1=CC=C(N=N1)C(C(=O)OCC)C (Ethyl 2-(6-chloropyridazin-3-yl)propanoate). Isolated yield 35.2%. As a reaction SMILES: [Cl:1][C:2]1[N:7]=[N:6][C:5]([C:8](C)([C:14](OCC)=O)[C:9]([O:11][CH2:12][CH3:13])=[O:10])=[CH:4][CH:3]=1.[Na+].[Cl-]>CS(C)=O.O>[Cl:1][C:2]1[N:7]=[N:6][C:5]([CH:8]([CH3:14])[C:9]([O:11][CH2:12][CH3:13])=[O:10])=[CH:4][CH:3]=1 |f:1.2|. Reported procedure: A solution of diethyl 2-(6-chloropyridazin-3-yl)-2-methylmalonate (11 g, 38.4 mmol) and NaCl (2.69 g, 46.0 mmol) in DMSO (91 mL) and H2O (1.382 ml) was divided into eight separate microwave vials and each reaction was heated in a microwave at 175° C. for 90 mins on high absorbance. The reactions were combined and then poured into H2O (300 mL). The aqueous phase was extracted with EtOAc (2×100 mL) and then the organic phase was washed with brine (2×100 mL). The organic phase was dried over MgSO4,... The reactants are FC(C(CC(=O)OCC)=O)(F)F (ethyl trifluoroacetoacetate), CC1=C(N)C=CC=C1 (2-Methylaniline), O (water). The solvent is P(O)(O)(O)=O (phosphoric acid). Conditions: temperature 105 celsius, time 5.5 hour. Yields the product FC(C1=NC2=C(C=CC=C2C(=C1)O)C)(F)F (2-trifluoromethyl-4-hydroxy-8-methylquinoline). The yield is 17.4%. As a reaction SMILES: [CH3:1][C:2]1[CH:8]=[CH:7][CH:6]=[CH:5][C:3]=1[NH2:4].[F:9][C:10]([F:20])([F:19])[C:11](=O)[CH2:12][C:13](OCC)=[O:14].O>P(=O)(O)(O)O>[F:9][C:10]([F:20])([F:19])[C:11]1[CH:12]=[C:13]([OH:14])[C:5]2[C:3](=[C:2]([CH3:1])[CH:8]=[CH:7][CH:6]=2)[N:4]=1. Procedure details: 2-Methylaniline (5.00 g) was dissolved in 75% phosphoric acid (20 mL), and ethyl trifluoroacetoacetate (8.60 g) was dropwise added thereto at 105° C. The mixture was stirred at 105° C. for 5.5 hr. After allowing to cool, the reaction mixture was added to water. The precipitated solid was collected by filtration to give 2-trifluoromethyl-4-hydroxy-8-methylquinoline (1.84 g).